From a dataset of the Open Reaction Database (ORD), a public repository of structured organic reaction records. describe an organic reaction: reactants, conditions, products, and yield Reactants: CCN=C=NCCCN(C)C, CN(C)C=O, NC1CC1, COc1c(C)cnc(Cn2nc(CCO)c3c(Cl)nc(N(C(=O)OC(C)(C)C)C(=O)OC(C)(C)C)nc32)c1C, Cl, COc1c(C)cnc(Cn2nc3c4c(nc(N)nc42)SC(C(=O)O)C3)c1C, O, On1nnc2ccccc21. Yields the product COc1c(C)cnc(Cn2nc3c4c(nc(N)nc42)SC(C(=O)NC2CC2)C3)c1C. Reaction SMILES: [CH3:83][N:84]([CH3:85])[CH2:86][CH2:87][CH2:88][N:89]=[C:90]=[N:91][CH2:92][CH3:93].[CH3:94][N:95]([CH3:96])[CH:97]=[O:98].[CH:67]1([NH2:70])[CH2:68][CH2:69]1.[Cl:28][c:29]1[n:30][c:31]([N:32]([C:33]([O:34][C:35]([CH3:36])([CH3:37])[CH3:38])=[O:39])[C:40]([O:41][C:42]([CH3:43])([CH3:44])[CH3:45])=[O:46])[n:47][c:48]2[n:49]([CH2:50][c:51]3[c:52]([CH3:53])[c:54]([O:55][CH3:56])[c:57]([CH3:58])[cH:59][n:60]3)[n:61][c:62]([CH2:63][CH2:64][OH:65])[c:66]12.[ClH:82].[NH2:1][c:2]1[n:3][c:4]2[n:5]([CH2:17][c:18]3[n:19][cH:20][c:21]([CH3:27])[c:22]([O:25][CH3:26])[c:23]3[CH3:24])[n:6][c:7]3[c:13]2[c:11]([n:12]1)[S:10][CH:9]([C:14](=[O:15])[OH:16])[CH2:8]3.[OH2:71].[OH:72][n:73]1[c:74]2[cH:75][cH:76][cH:77][cH:78][c:79]2[n:80][n:81]1>>[NH2:1][c:2]1[n:3][c:4]2[n:5]([CH2:17][c:18]3[n:19][cH:20][c:21]([CH3:27])[c:22]([O:25][CH3:26])[c:23]3[CH3:24])[n:6][c:7]3[c:13]2[c:11]([n:12]1)[S:10][CH:9]([C:14](=[O:15])[NH:70][CH:67]1[CH2:68][CH2:69]1)[CH2:8]3. Starting materials: [K] (potassium), ClC1=C2C(C(=O)NC2=O)=C(C(=C1Cl)Cl)Cl (3,4,5,6-tetrachlorophthalimide), BrC1=C(C(=O)Cl)C(=CC(=C1)Br)Br (2,4,6-Tribromobenzoyl chloride). Run in O1CCOCC1 (dioxane). Product: BrC1=C(C(=O)N2C(C=3C(C2=O)=C(C(=C(C3Cl)Cl)Cl)Cl)=O)C(=CC(=C1)Br)Br (N-(2,4,6-tribromobenzoyl)-3,4,5,6-tetrachlorophthalimide). Reaction SMILES: [K].[Cl:2][C:3]1[C:13]([Cl:14])=[C:12]([Cl:15])[C:11]([Cl:16])=[C:5]2[C:6]([NH:8][C:9](=[O:10])[C:4]=12)=[O:7].[Br:17][C:18]1[CH:26]=[C:25]([Br:27])[CH:24]=[C:23]([Br:28])[C:19]=1[C:20](Cl)=[O:21]>O1CCOCC1>[Br:17][C:18]1[CH:26]=[C:25]([Br:27])[CH:24]=[C:23]([Br:28])[C:19]=1[C:20]([N:8]1[C:9](=[O:10])[C:4]2=[C:3]([Cl:2])[C:13]([Cl:14])=[C:12]([Cl:15])[C:11]([Cl:16])=[C:5]2[C:6]1=[O:7])=[O:21] |^1:0|. Procedure: The potassium salt of 3,4,5,6-tetrachlorophthalimide (0.10 mole) and dioxane (1200 ml) are charged into a glass reaction vessel equipped with a mechanical stirrer, thermometer and reflux condenser. 2,4,6-Tribromobenzoyl chloride (0.10 mole) is then added dropwise, with stirring, to the reaction mixture at room temperature. After the addition is completed the reaction mixture is heated at reflux for a period of about 1 hour. After this time the reaction mixture is filtered and the filtrate is str...